Dataset: the Open Reaction Database (ORD), a public repository of structured organic reaction records. Task: describe an organic reaction: reactants, conditions, products, and yield Reactants: C1(=CC=CC=C1)OC(NC=1C(=NC(=C(C1)C)C)OC)=O (Phenyl-N-(5,6-dimethyl-2-methoxypyridin-3-yl)carbamate), OC=1C=C(C=CC1OC)N1CCNCC1 (1-(3-hydroxy-4-methoxyphenyl)piperazine). Yields the product CC=1C=C(C(=NC1C)OC)NC(=O)N1CCN(CC1)C1=CC(=C(C=C1)OC)O (1-[(5,6-dimethyl-2-methoxypyridin-3-yl)aminocarbonyl]-4-(3-hydroxy-4-methoxyphenyl)piperazine). The yield is 69.0%. As a reaction SMILES: C1(O[C:8](=[O:20])[NH:9][C:10]2[C:11]([O:18][CH3:19])=[N:12][C:13]([CH3:17])=[C:14]([CH3:16])[CH:15]=2)C=CC=CC=1.[OH:21][C:22]1[CH:23]=[C:24]([N:30]2[CH2:35][CH2:34][NH:33][CH2:32][CH2:31]2)[CH:25]=[CH:26][C:27]=1[O:28][CH3:29]>>[CH3:16][C:14]1[CH:15]=[C:10]([NH:9][C:8]([N:33]2[CH2:32][CH2:31][N:30]([C:24]3[CH:25]=[CH:26][C:27]([O:28][CH3:29])=[C:22]([OH:21])[CH:23]=3)[CH2:35][CH2:34]2)=[O:20])[C:11]([O:18][CH3:19])=[N:12][C:13]=1[CH3:17]. Reported procedure: Phenyl-N-(5,6-dimethyl-2-methoxypyridin-3-yl)carbamate and 1-(3-hydroxy-4-methoxyphenyl)piperazine were reacted by the same way with the example 1 to obtain the titled compound. Starting materials: CC(C)=O, [Na+], C=C(C)C(C(=O)OCc1ccccc1)N1C(=O)C(NC(=O)COc2ccccc2)C1SSc1nc2ccc([N+](=O)[O-])cc2s1, N#CS(=O)(=O)c1ccccc1, O=S([O-])c1ccccc1. The product is C=C(C)C(C(=O)OCc1ccccc1)N1C(=O)C(NC(=O)COc2ccccc2)C1SS(=O)(=O)c1ccccc1. RXN SMILES: [CH3:66][C:67](=[O:68])[CH3:69].[Na+:65].[O:1]([c:2]1[cH:3][cH:4][cH:5][cH:6][cH:7]1)[CH2:8][C:9](=[O:10])[NH:11][CH:12]1[C:13](=[O:44])[N:14]([CH:30]([C:31](=[O:32])[O:33][CH2:34][c:35]2[cH:36][cH:37][cH:38][cH:39][cH:40]2)[C:41](=[CH2:42])[CH3:43])[CH:15]1[S:16][S:17][c:18]1[s:19][c:20]2[cH:21][c:22]([N+:23]([O-:24])=[O:25])[cH:26][cH:27][c:28]2[n:29]1.[c:45]1([S:51](=[O:52])(=[O:53])[C:54]#[N:55])[cH:46][cH:47][cH:48][cH:49][cH:50]1.[c:56]1([S:57]([O-:58])=[O:59])[cH:60][cH:61][cH:62][cH:63][cH:64]1>>[O:1]([c:2]1[cH:3][cH:4][cH:5][cH:6][cH:7]1)[CH2:8][C:9](=[O:10])[NH:11][CH:12]1[C:13](=[O:44])[N:14]([CH:30]([C:31](=[O:32])[O:33][CH2:34][c:35]2[cH:36][cH:37][cH:38][cH:39][cH:40]2)[C:41](=[CH2:42])[CH3:43])[CH:15]1[S:16][S:51]([c:45]1[cH:46][cH:47][cH:48][cH:49][cH:50]1)(=[O:52])=[O:53].